Dataset: the Open Reaction Database (ORD), a public repository of structured organic reaction records. Task: describe an organic reaction: reactants, conditions, products, and yield Starting materials: CC(=O)[O-], CC(=O)[O-], c1ccc2c(c1)CCNC2, C1CCOC1, CC(C)(C)[O-], Cc1ccccc1, CCOC(C)=O, COc1cc2ccnc(Cl)c2cc1OC, [K+], [Pd+2]. The product is COc1cc2ccnc(N3CCc4ccccc4C3)c2cc1OC. RXN SMILES: [C:50]([O-:51])(=[O:52])[CH3:53].[C:55]([O-:56])(=[O:57])[CH3:58].[CH2:16]1[NH:17][CH2:18][CH2:19][c:20]2[cH:21][cH:22][cH:23][cH:24][c:25]21.[CH2:39]1[O:40][CH2:41][CH2:42][CH2:43]1.[CH3:26][C:27]([CH3:28])([O-:29])[CH3:30].[CH3:32][c:33]1[cH:34][cH:35][cH:36][cH:37][cH:38]1.[CH3:44][CH2:45][O:46][C:47]([CH3:48])=[O:49].[Cl:1][c:2]1[n:3][cH:4][cH:5][c:6]2[cH:7][c:8]([O:14][CH3:15])[c:9]([O:12][CH3:13])[cH:10][c:11]12.[K+:31].[Pd+2:54]>>[c:2]1([N:17]2[CH2:16][c:25]3[c:20]([cH:21][cH:22][cH:23][cH:24]3)[CH2:19][CH2:18]2)[n:3][cH:4][cH:5][c:6]2[cH:7][c:8]([O:14][CH3:15])[c:9]([O:12][CH3:13])[cH:10][c:11]12. Reactants: OCCCBr, COc1ccccc1COCCCOc1ccc(C2CCN(C(=O)OC(C)(C)C)CC2OCc2ccc3c(c2)NCCC3)cc1, Cc1ccccc1, CN1CCCC1=O, [Na+], [Na+], O=P([O-])([O-])O. The product is COc1ccccc1COCCCOc1ccc(C2CCN(C(=O)OC(C)(C)C)CC2OCc2ccc3c(c2)N(CCCO)CCC3)cc1. As a reaction SMILES: [Br:46][CH2:47][CH2:48][CH2:49][OH:50].[C:1]([CH3:2])([CH3:3])([CH3:4])[O:5][C:6](=[O:7])[N:8]1[CH2:9][CH:10]([O:34][CH2:35][c:36]2[cH:37][cH:38][c:39]3[c:44]([cH:45]2)[NH:43][CH2:42][CH2:41][CH2:40]3)[CH:11]([c:14]2[cH:15][cH:16][c:17]([O:20][CH2:21][CH2:22][CH2:23][O:24][CH2:25][c:26]3[c:27]([O:32][CH3:33])[cH:28][cH:29][cH:30][cH:31]3)[cH:18][cH:19]2)[CH2:12][CH2:13]1.[CH3:58][c:59]1[cH:60][cH:61][cH:62][cH:63][cH:64]1.[CH3:65][N:66]1[CH2:67][CH2:68][CH2:69][C:70]1=[O:71].[Na+:56].[Na+:57].[P:51]([O-:52])([O-:53])([OH:54])=[O:55]>>[C:1]([CH3:2])([CH3:3])([CH3:4])[O:5][C:6](=[O:7])[N:8]1[CH2:9][CH:10]([O:34][CH2:35][c:36]2[cH:37][cH:38][c:39]3[c:44]([cH:45]2)[N:43]([CH2:47][CH2:48][CH2:49][OH:50])[CH2:42][CH2:41][CH2:40]3)[CH:11]([c:14]2[cH:15][cH:16][c:17]([O:20][CH2:21][CH2:22][CH2:23][O:24][CH2:25][c:26]3[c:27]([O:32][CH3:33])[cH:28][cH:29][cH:30][cH:31]3)[cH:18][cH:19]2)[CH2:12][CH2:13]1. Reactants: [N+](=O)([O-])C1=CC=2C(C3=CC(=CC=C3C2C=C1)[N+](=O)[O-])C1OCCO1 (2-(2,7-dinitro-9-fluorenyl)-1,3-dioxolane), [O-]CC.[K+] (potassium ethoxide). The product is C(C)OC1=CC=2C(C3=CC(=CC=C3C2C=C1)[N+](=O)[O-])C1OCCO1 (2-(2-ethoxy-7-nitro-9-fluorenyl)-1,3-dioxolane). Reaction SMILES: [N+:1]([C:4]1[CH:16]=[CH:15][C:14]2[C:13]3[C:8](=[CH:9][C:10]([N+]([O-])=O)=[CH:11][CH:12]=3)[CH:7]([CH:20]3[O:24][CH2:23][CH2:22][O:21]3)[C:6]=2[CH:5]=1)([O-:3])=[O:2].[O-:25][CH2:26][CH3:27].[K+]>>[CH2:26]([O:25][C:10]1[CH:11]=[CH:12][C:13]2[C:14]3[C:6](=[CH:5][C:4]([N+:1]([O-:3])=[O:2])=[CH:16][CH:15]=3)[CH:7]([CH:20]3[O:21][CH2:22][CH2:23][O:24]3)[C:8]=2[CH:9]=1)[CH3:27] |f:1.2|. Reported procedure: Following the same procedure described in Example 1, from 10 parts of 2-(2,7-dinitro-9-fluorenyl)-1,3-dioxolane and 12.5 parts of potassium ethoxide there was obtained 9 parts of product, its 1H and 13C NMR was consistent with the assigned structure. The reactants are [Cl-].[Na+] (sodium chloride), C(C1=CC=CC=C1)OCC(=C)C (1-Benzyloxy-2-methyl-2-propene), CC(=O)C.OS(=O)(=O)O.O=[Cr](=O)=O (Jones reagent), OO (hydrogen peroxide), [OH-].[Na+] (sodium hydroxide). Run in CC(=O)C (acetone), O1CCCC1 (tetrahydrofuran), O (water). Conditions: time 1 hour. Product: C(C1=CC=CC=C1)OCC(C(=O)O)C (3-benzyloxy-2-methylpropionic acid). Reaction SMILES: [CH2:1]([O:8][CH2:9][C:10]([CH3:12])=[CH2:11])[C:2]1[CH:7]=[CH:6][CH:5]=[CH:4][CH:3]=1.[OH-:13].[Na+].[OH:15]O.[Cl-].[Na+].CC(C)=O.OS(O)(=O)=O.O=[Cr](=O)=O>O1CCCC1.CC(C)=O.O>[CH2:1]([O:8][CH2:9][CH:10]([CH3:12])[C:11]([OH:15])=[O:13])[C:2]1[CH:7]=[CH:6][CH:5]=[CH:4][CH:3]=1 |f:1.2,4.5,6.7.8|. Procedure details: 1-Benzyloxy-2-methyl-2-propene (8.1 g; 50 mmole) was dissolved in dry tetrahydrofuran (50 ml), and lM boranetetrahydrofuran solution (25 ml; 25 mmole) was dropwise added thereto with ice-cooling, followed by stirring at room temperature for 1 hour. After addition of water (4 ml) and 3M sodium hydroxide solutoin (8.5 ml; 25.5 mmole), the reaction mixture was stirred at 40° C. for 5 minutes. Then, 35 % hydrogen peroxide solution (5.1 ml; 53 mmole) was added thereto, followed by stirring at the sam... Reactants: O=C(OCc1ccccc1)c1ccc(Br)cc1F, COC(=O)c1cc(Oc2ccc(C(=O)N3CCC3)cc2)c2c(c1)OC(C)(C)C2, COC(=O)c1cc(O)c2c(c1)OC(C)(C)C2. The product is COC(=O)c1cc(Oc2ccc(C(=O)OCc3ccccc3)c(F)c2)c2c(c1)OC(C)(C)C2. RXN SMILES: [CH2:29]([c:30]1[cH:31][cH:32][cH:33][cH:34][cH:35]1)[O:36][C:37]([c:38]1[c:39]([F:45])[cH:40][c:41]([Br:44])[cH:42][cH:43]1)=[O:46].[CH3:1][O:2][C:3](=[O:4])[c:5]1[cH:6][c:7]2[c:8]([c:14]([O:16][c:17]3[cH:18][cH:19][c:20]([C:21]([N:22]4[CH2:23][CH2:24][CH2:25]4)=[O:26])[cH:27][cH:28]3)[cH:15]1)[CH2:9][C:10]([CH3:12])([CH3:13])[O:11]2.[CH3:47][O:48][C:49]([c:50]1[cH:51][c:52]([OH:53])[c:54]2[c:60]([cH:61]1)[O:59][C:56]([CH3:57])([CH3:58])[CH2:55]2)=[O:62]>>[CH3:1][O:2][C:3](=[O:4])[c:5]1[cH:6][c:7]2[c:8]([c:14]([O:16][c:41]3[cH:40][c:39]([F:45])[c:38]([C:37]([O:36][CH2:29][c:30]4[cH:31][cH:32][cH:33][cH:34][cH:35]4)=[O:46])[cH:43][cH:42]3)[cH:15]1)[CH2:9][C:10]([CH3:12])([CH3:13])[O:11]2. Starting materials: 2(b), CCCCCCC=CCCC (7-undecene), BrCCC(=O)NC(C(=O)OCC)C(=O)OCC (diethyl 2-(3-bromopropionamido)malonate). Solvent: C(Cl)Cl (methylene chloride). Run at time 3 hour. The product is O=C1NC(CC1)(C(=O)OCC)C(=O)OCC (diethyl 2-oxopyrrolidine-5,5-dicarboxylate). The yield is 37.3%. As a reaction SMILES: CCCCCCC=CCCC.Br[CH2:13][CH2:14][C:15]([NH:17][CH:18]([C:24]([O:26][CH2:27][CH3:28])=[O:25])[C:19]([O:21][CH2:22][CH3:23])=[O:20])=[O:16]>C(Cl)Cl>[O:16]=[C:15]1[CH2:14][CH2:13][C:18]([C:24]([O:26][CH2:27][CH3:28])=[O:25])([C:19]([O:21][CH2:22][CH3:23])=[O:20])[NH:17]1. Reported procedure: 2(b) 314 μl of 1,8-diaza[5.4.0]-7-undecene were added to a solution of 620 mg of diethyl 2-(3-bromopropionamido)malonate (prepared as described above) dissolved in methylene chloride, and the mixture was stirred at room temperature for 3 hours. At the end of this time, the reaction mixture was concentrated by evaporation under reduced pressure, poured into water and then extracted with diethyl ether. The extract was washed with 5% w/v aqueous hydrochloric acid, with a 5% w/v aqueous solution of ... The product is CC=1C=C2NCCNC2=CC1 (1,2,3,4-tetrahydro-6-methylquinoxaline). The solvent is O (water), O (water). Reactants: C([O-])([O-])=O.[K+].[K+] (potassium carbonate), NC=1C(=C(C=CC1)C)N (diaminotoluene), C(=O)C=O (glyoxal), S([O-])(O)=O.[Na+] (sodium bisulfite). As a reaction SMILES: [NH2:1][C:2]1[C:3]([NH2:9])=[C:4](C)[CH:5]=[CH:6][CH:7]=1.[CH:10]([CH:12]=O)=O.S(=O)(O)[O-].[Na+].[C:19](=O)([O-])[O-].[K+].[K+]>O>[CH3:19][C:5]1[CH:4]=[C:3]2[C:2](=[CH:7][CH:6]=1)[NH:1][CH2:12][CH2:10][NH:9]2 |f:2.3,4.5.6|. Reported procedure: 3,4-diaminotoluene was purified by sublimation. 12.2 g (0.1 mol) diaminotoluene was dissolved in 100 cm3 water at 70° C. To this was added 15.0 g 40% aqueous glyoxal solution (0.104 mol) in a solution of 21.5 g sodium bisulfite in 100 cm3 water. After 15 minutes at 60° C. the reaction mixture was cooled and 15 g potassium carbonate added. The product, 6-methylquinoxaline, was extracted with dichloromethane and purified by distillation. 6-methylquinoxaline was hydrogenated at 60 psi, 50° C. with ... Run at temperature 60 celsius. Starting materials: C12(CC3CC(CC(C1)C3)C2)CNC(C2=C(C=CC(=C2)N2N=CC(NC2=O)=O)Cl)=O (N-adamantan-1-ylmethyl-2-chloro-5-(3,5-dioxo-4,5-dihydro-3H-[1,2,4]triazin-2-yl)-benzamide), CO (methanol), C[Si](C)(C)C=[N+]=[N-] ((trimethylsilyl)diazomethane), solution. Run in O1CCOCC1 (dioxane). Run at time 18 hour. Yields the product C12(CC3CC(CC(C1)C3)C2)CNC(C2=C(C=CC(=C2)N2N=CC(N(C2=O)C)=O)Cl)=O (N-ADAMANTAN-1-YLM ETHYL-2-CHLORO-5-(4-METHYL-3,5-DIOXO-4,5-DIHYDRO-3H-[1,2,4]TRIAZIN-2-YL)-BENZAMIDE). RXN SMILES: [C:1]12([CH2:11][NH:12][C:13](=[O:29])[C:14]3[CH:19]=[C:18]([N:20]4[C:25](=[O:26])[NH:24][C:23](=[O:27])[CH:22]=[N:21]4)[CH:17]=[CH:16][C:15]=3[Cl:28])[CH2:10][CH:5]3[CH2:6][CH:7]([CH2:9][CH:3]([CH2:4]3)[CH2:2]1)[CH2:8]2.CO.[CH3:32][Si](C=[N+]=[N-])(C)C>O1CCOCC1>[C:1]12([CH2:11][NH:12][C:13](=[O:29])[C:14]3[CH:19]=[C:18]([N:20]4[C:25](=[O:26])[N:24]([CH3:32])[C:23](=[O:27])[CH:22]=[N:21]4)[CH:17]=[CH:16][C:15]=3[Cl:28])[CH2:10][CH:5]3[CH2:4][CH:3]([CH2:9][CH:7]([CH2:6]3)[CH2:8]1)[CH2:2]2. Procedure: To a stirred solution of N-adamantan-1-ylmethyl-2-chloro-5-(3,5-dioxo-4,5-dihydro-3H-[1,2,4]triazin-2-yl)-benzamide (66 mg, 0.159 mmol) in dioxane (1.5 ml) was added methanol (0.32 ml) followed by a 2.0 M solution of (trimethylsilyl)diazomethane (0.32 ml). After stirring for 18 hours at ambient temperature the mixture was concentrated under reduced pressure to give 67 mg of a light yellow amorphous solid. Mass Specrum (ES+) 429.6; (ES−) 427.6. Liquid chromatography retention time=2.8 min (using ...